From a dataset of the Open Reaction Database (ORD), a public repository of structured organic reaction records. describe an organic reaction: reactants, conditions, products, and yield The reactants are Fc1ccc(Br)cc1CBr, O=C([O-])[O-], COc1n[nH]c(=O)[nH]1, CC#N, [K+], [K+], O. Product: COc1n[nH]c(=O)n1Cc1cc(Br)ccc1F. Reaction SMILES: [Br:15][c:16]1[cH:17][cH:18][c:19]([F:24])[c:20]([CH2:21][Br:22])[cH:23]1.[C:9](=[O:10])([O-:11])[O-:12].[CH3:1][O:2][c:3]1[nH:4][c:5](=[O:8])[nH:6][n:7]1.[CH3:26][C:27]#[N:28].[K+:13].[K+:14].[OH2:25]>>[CH3:1][O:2][c:3]1[n:4]([CH2:21][c:20]2[c:19]([F:24])[cH:18][cH:17][c:16]([Br:15])[cH:23]2)[c:5](=[O:8])[nH:6][n:7]1. As a reaction SMILES: [CH2:40]([OH:41])[CH2:42][CH3:43].[CH3:24][O:25][CH2:26][C:27]#[C:28][c:29]1[c:30]2[c:31]([c:32]([NH2:33])[cH:34][cH:35]1)[O:36][CH2:37][O:38]2.[CH3:44][CH2:45][O:46][CH2:47][CH3:48].[Cl:1][c:2]1[c:3]([C:22]#[N:23])[cH:4][n:5][c:6]2[cH:7][c:8]([O:20][CH3:21])[cH:9][c:10]([O:12][CH:13]3[CH2:14][CH2:15][N:16]([CH3:19])[CH2:17][CH2:18]3)[c:11]12.[ClH:39]>>[ClH:1].[ClH:39].[c:2]1([NH:33][c:32]2[c:31]3[c:30]([c:29]([C:28]#[C:27][CH2:26][O:25][CH3:24])[cH:35][cH:34]2)[O:38][CH2:37][O:36]3)[c:3]([C:22]#[N:23])[cH:4][n:5][c:6]2[cH:7][c:8]([O:20][CH3:21])[cH:9][c:10]([O:12][CH:13]3[CH2:14][CH2:15][N:16]([CH3:19])[CH2:17][CH2:18]3)[c:11]12. Starting materials: CCCO, COCC#Cc1ccc(N)c2c1OCO2, CCOCC, COc1cc(OC2CCN(C)CC2)c2c(Cl)c(C#N)cnc2c1, Cl. The product is Cl, Cl, COCC#Cc1ccc(Nc2c(C#N)cnc3cc(OC)cc(OC4CCN(C)CC4)c23)c2c1OCO2. Starting materials: COC[C@H](C)OC=1C=C(C(=O)OC)C=C(C1)OCC1=C(C=CC=C1)C (Methyl 3-{(1S)-2-methoxy-(1-methylethyl)oxy}-5-{[(2-methylphenyl)methyl]oxy}benzoate). Reagents/catalysts: [Pd] (Palladium on carbon). The solvent is C1CCOC1.C(C)O (THF ethanol). Product: OC=1C=C(C(=O)OC)C=C(C1)O[C@H](COC)C (Methyl 3-hydroxy-5-[(1S)-2-methoxy-(1-methylethyl)oxy]benzoate). Isolated yield 100.5%. As a reaction SMILES: [CH3:1][O:2][CH2:3][C@@H:4]([O:6][C:7]1[CH:8]=[C:9]([CH:14]=[C:15]([O:17]CC2C=CC=CC=2C)[CH:16]=1)[C:10]([O:12][CH3:13])=[O:11])[CH3:5]>C1COCC1.C(O)C.[Pd]>[OH:17][C:15]1[CH:14]=[C:9]([CH:8]=[C:7]([O:6][C@@H:4]([CH3:5])[CH2:3][O:2][CH3:1])[CH:16]=1)[C:10]([O:12][CH3:13])=[O:11] |f:1.2|. Procedure: Methyl 3-{(1S)-2-methoxy-(1-methylethyl)oxy}-5-{[(2-methylphenyl)methyl]oxy}benzoate (50 g, 0.152 mol) was dissolved in THF/ethanol (1:1, 600 ml) and 10% Palladium on carbon (5.0 g) was added. The mixture was hydrogenated under normal pressure at room temperature. The catalyst was filtered off, and the filtrate concentrated in vacuo to give the desired compound (36.7 g, 99%). Starting materials: C(C)C1(OCCO1)C1=CC(=C(C=C1)C1=CC(=CC=C1C)CCC1=CC(=C(C=C1)CO)CO)CCC ((4-{2-[4′-(2-ethyl[1,3]dioxolan-2-yl)-6-methyl-2′-propylbiphenyl-3-yl]ethyl}-2-hydroxymethylphenyl)methanol), C(O)([O-])=O.[Na+] (sodium hydrogen carbonate), O (water), C1(=CC=C(C=C1)S(=O)(=O)O)C (p-toluenesulfonic acid). The solvent is CC(=O)C (acetone). The product is OCC=1C=C(C=CC1CO)CCC=1C=CC(=C(C1)C1=C(C=C(C=C1)C(CC)=O)CCC)C (1-{5′-[2-(3,4-Bis(hydroxymethyl)phenyl)ethyl]-2′-methyl-2-propylbiphenyl-4-yl}propan-1-one). The yield is 49.8%. Reaction SMILES: [CH2:1]([C:3]1([C:8]2[CH:13]=[CH:12][C:11]([C:14]3[C:19]([CH3:20])=[CH:18][CH:17]=[C:16]([CH2:21][CH2:22][C:23]4[CH:28]=[CH:27][C:26]([CH2:29][OH:30])=[C:25]([CH2:31][OH:32])[CH:24]=4)[CH:15]=3)=[C:10]([CH2:33][CH2:34][CH3:35])[CH:9]=2)OCC[O:4]1)[CH3:2].O.C1(C)C=CC(S(O)(=O)=O)=CC=1.C(=O)([O-])O.[Na+]>CC(C)=O>[OH:32][CH2:31][C:25]1[CH:24]=[C:23]([CH2:22][CH2:21][C:16]2[CH:17]=[CH:18][C:19]([CH3:20])=[C:14]([C:11]3[CH:12]=[CH:13][C:8]([C:3](=[O:4])[CH2:1][CH3:2])=[CH:9][C:10]=3[CH2:33][CH2:34][CH3:35])[CH:15]=2)[CH:28]=[CH:27][C:26]=1[CH2:29][OH:30] |f:3.4|. Procedure details: 640 mg (1.4 mmol) of (4-{2-[4′-(2-ethyl[1,3]dioxolan-2-yl)-6-methyl-2′-propylbiphenyl-3-yl]ethyl}-2-hydroxymethylphenyl)methanol are placed in 15 ml of acetone and 15 ml of water in a round-bottomed flask. A spatula-tip of p-toluenesulfonic acid is added and the solution is refluxed for 2 hours 30 minutes. At room temperature, it is poured into saturated aqueous sodium hydrogen carbonate solution and extracted with ethyl acetate. The organic phase is dried over magnesium sulfate, filtered and th... The reactants are CCOC(C)=O, [Cl-], [Cl-], Cl, O=C(Cl)c1ccc(F)cc1, [Mg+2], C1CCOC1, CCOC(=O)CC(=O)Cc1ccccc1, c1ccncc1. Yields the product CCOC(=O)C(C(=O)Cc1ccccc1)C(=O)c1ccc(F)cc1. As a reaction SMILES: [CH3:35][CH2:36][O:37][C:38](=[O:39])[CH3:40].[Cl-:1].[Cl-:3].[ClH:29].[F:19][c:20]1[cH:21][cH:22][c:23]([C:24](=[O:25])[Cl:26])[cH:27][cH:28]1.[Mg+2:2].[O:30]1[CH2:31][CH2:32][CH2:33][CH2:34]1.[O:4]=[C:5]([CH2:6][C:7](=[O:8])[O:9][CH2:10][CH3:11])[CH2:12][c:13]1[cH:14][cH:15][cH:16][cH:17][cH:18]1.[cH:41]1[cH:42][cH:43][n:44][cH:45][cH:46]1>>[O:4]=[C:5]([CH:6]([C:7](=[O:8])[O:9][CH2:10][CH3:11])[C:24]([c:23]1[cH:22][cH:21][c:20]([F:19])[cH:28][cH:27]1)=[O:25])[CH2:12][c:13]1[cH:14][cH:15][cH:16][cH:17][cH:18]1.